describe an organic reaction: reactants, conditions, products, and yield From a dataset of the Open Reaction Database (ORD), a public repository of structured organic reaction records. The reactants are O (water), Cl (HCl), COC(=O)C=1N=C(C=2C(N(C=CC2C1O)CC1=CC=CC=C1)=O)I (7-benzyl-4-hydroxy-1-iodo-8-oxo-7,8-dihydro-[2,7]naphthyridine-3-carboxylic acid methyl ester), C(#N)[Cu] (CuCN). Run in C(Cl)Cl (CH2Cl2), CN(C)C=O (DMF). Yields the product COC(=O)C=1N=C(C=2C(N(C=CC2C1O)CC1=CC=CC=C1)=O)C#N (7-Benzyl-1-cyano-4-hydroxy-8-oxo-7,8-dihydro-[2,7]naphthyridine-3-carboxylic acid methyl ester). The yield is 84.7%. As a reaction SMILES: [CH3:1][O:2][C:3]([C:5]1[N:6]=[C:7](I)[C:8]2[C:9](=[O:23])[N:10]([CH2:16][C:17]3[CH:22]=[CH:21][CH:20]=[CH:19][CH:18]=3)[CH:11]=[CH:12][C:13]=2[C:14]=1[OH:15])=[O:4].[C:25]([Cu])#[N:26].O.Cl>CN(C=O)C.C(Cl)Cl>[CH3:1][O:2][C:3]([C:5]1[N:6]=[C:7]([C:25]#[N:26])[C:8]2[C:9](=[O:23])[N:10]([CH2:16][C:17]3[CH:22]=[CH:21][CH:20]=[CH:19][CH:18]=3)[CH:11]=[CH:12][C:13]=2[C:14]=1[OH:15])=[O:4]. Procedure: A mixture of 7-benzyl-4-hydroxy-1-iodo-8-oxo-7,8-dihydro-[2,7]naphthyridine-3-carboxylic acid methyl ester (136 mg, 0.31 mmol) and CuCN (56 mg, 0.62 mmol) in 5 mL of DMF was refluxed for 8 min. The mixture was cooled to r.t. and poured into a mixture of water and CH2Cl2. 4 M HCl was added to the mixture with vigorous stirring until no solid was present. The aqueous layer was extracted with additional CH2Cl2, and the combined organic layer was dried over MgSO4 and concentrated. The crude product ... The reactants are [H-].[Na+] (NaH), FC(OC=1C=C(C=CC1)O)(F)F (3-(trifluoromethoxy) phenol), CN(C)C=O (DMF), BrC1=NC(=CC(=C1)OC)Br (2,6-dibromo-4-methoxy pyridine). The solvent is CCCCCC (hexane). Reaction conditions: temperature 110 celsius, time 4 hour. Product: C1(=CC=CC=C1)NC(=O)C1=NC(=CC(=C1)OC)OC1=CC(=CC=C1)OC(F)(F)F (N-phenyl-4-methoxy-6-{3-(trifluoromethoxy)phenoxy}-2-pyridine carboxamide). Reaction SMILES: [F:1][C:2]([F:12])([F:11])[O:3][C:4]1[CH:5]=[C:6]([OH:10])[CH:7]=[CH:8][CH:9]=1.[H-].[Na+].Br[C:16]1[CH:21]=[C:20]([O:22][CH3:23])[CH:19]=[C:18](Br)[N:17]=1.[CH3:25][N:26]([CH:28]=[O:29])C>CCCCCC>[C:25]1([NH:26][C:28]([C:16]2[CH:21]=[C:20]([O:22][CH3:23])[CH:19]=[C:18]([O:10][C:6]3[CH:7]=[CH:8][CH:9]=[C:4]([O:3][C:2]([F:11])([F:12])[F:1])[CH:5]=3)[N:17]=2)=[O:29])[CH:6]=[CH:5][CH:4]=[CH:9][CH:8]=1 |f:1.2|. Procedure details: 2.00 g (0.00937×1.2 mol) of 3-(trifluoromethoxy) phenol was dissolved in about 20 ml of DMF. The solution was further mixed with 0.39 g (ca. 60% in mineral oil; 0.00937×1.04 mol) of NaH and then with 2.50 g (0.00937 mol) of 2,6-dibromo-4-methoxy pyridine. After stirring at about 110° C. for about 4 hours, the obtained mixture was allowed to stand for cooling to room temperature. After the reaction solution was distributed in hexane-saturated sodium bicarbonate water, the organic phase of the obt... The reactants are ClC1=CC=C(CNC(=O)C=2C=NC3=C(C=CC=C3C2O)I)C=C1 (N-(4-chlorobenzyl)-4-hydroxy-8-iodo-3-quinolinecarboxamide), C(C#C)O (propargyl alcohol). Reagents/catalysts: [Cu](I)I (copper iodide), Cl[Pd]([P](C1=CC=CC=C1)(C2=CC=CC=C2)C3=CC=CC=C3)([P](C4=CC=CC=C4)(C5=CC=CC=C5)C6=CC=CC=C6)Cl (bis(triphenylphosphine)palladium(II) chloride). Solvent: C(C)NCC (diethylamine). Conditions: time 18 hour. Product: ClC1=CC=C(CNC(=O)C2=CN3C4=C(C=CC=C4C2=O)C=C3CO)C=C1 (N-(4-chlorobenzyl)-2-(hydroxymethyl)-6-oxo-6H-pyrrolo[3,2,1-ij]quinoline-5-carboxamide). Isolated yield 52.0%. RXN SMILES: [Cl:1][C:2]1[CH:23]=[CH:22][C:5]([CH2:6][NH:7][C:8]([C:10]2[CH:11]=[N:12][C:13]3[C:18]([C:19]=2[OH:20])=[CH:17][CH:16]=[CH:15][C:14]=3I)=[O:9])=[CH:4][CH:3]=1.[CH2:24]([OH:27])[C:25]#[CH:26]>C(NCC)C.[Cu](I)I.Cl[Pd](Cl)([P](C1C=CC=CC=1)(C1C=CC=CC=1)C1C=CC=CC=1)[P](C1C=CC=CC=1)(C1C=CC=CC=1)C1C=CC=CC=1>[Cl:1][C:2]1[CH:23]=[CH:22][C:5]([CH2:6][NH:7][C:8]([C:10]2[C:19](=[O:20])[C:18]3[C:13]4=[C:14]([CH:26]=[C:25]([CH2:24][OH:27])[N:12]4[CH:11]=2)[CH:15]=[CH:16][CH:17]=3)=[O:9])=[CH:4][CH:3]=1 |^1:38,57|. Reported procedure: A solution of N-(4-chlorobenzyl)-4-hydroxy-8-iodo-3-quinolinecarboxamide (prepared according to the general procedure in WO 9932450, 0.53 g), copper iodide (0.11 g), bis(triphenylphosphine)palladium(II) chloride (0.043 g) and propargyl alcohol (0.085 mL) in 20 mL diethylamine is stirred at room temperature for 18 h. The solid in the reaction mixture is filtered, washed with hexanes and dried. The solid is dissolved in CH2Cl2/MeOH and adsorbed onto silica. Purification by chromatography (gradient...